This data is from the Open Reaction Database (ORD), a public repository of structured organic reaction records. The task is: describe an organic reaction: reactants, conditions, products, and yield Reaction SMILES: [CH3:1][O:2][CH:3]([O:7][CH3:8])[C:4](=[O:6])[CH3:5].C(O)[C:10]([CH3:13])([CH3:12])[CH3:11]>O.C1(C)C=CC(S(O)(=O)=O)=CC=1>[CH3:11][C:10]([CH3:13])([CH3:12])[CH2:1][O:2][CH:3]([O:7][CH2:8][C:10]([CH3:13])([CH3:12])[CH3:11])[C:4](=[O:6])[CH3:5] |f:2.3|. Isolated yield 67.2%. The reactants are COC(C(C)=O)OC (1,1-dimethoxy-propan-2-one), C(C(C)(C)C)O (neopentyl alcohol). Reported procedure: Add p-toluenesulfonic acid hydrate (1.21 g, 10.58 mmol) to 1,1-dimethoxy-propan-2-one (25.00 g, 211.63 mmol) and neopentyl alcohol (46.64 g, 529.08 mmol) at room temperature. Heat in an open flask in an 80° C. oil bath for 8 hours. Allow to cool to room temperature and stir over the weekend. Purify (silica gel chromatography, eluting with 0:100 to 8:92 ethyl acetate:hexanes) to give the desired compound as a colorless oil (32.78 g 67.2%) Run at temperature 80 celsius. Yields the product CC(COC(C(C)=O)OCC(C)(C)C)(C)C (1,1-bis-(2,2-dimethylpropoxy)-propan-2-one). The reagents and catalysts are O.C1(=CC=C(C=C1)S(=O)(=O)O)C (p-toluenesulfonic acid hydrate). The reactants are ClC1=NC=C(C=C1)CN (2-chloro-5-aminomethylpyridine), CCN(C(C)C)C(C)C (iPr2NEt), O=C1NC[C@H](OC(CC/C=C/C[C@H]1CC(=O)O)=O)C1=CC=CC=C1 (2-((2R,6S,E)-5,12-dioxo-2-phenyl-1-oxa-4-azacyclododec-8-en-6-yl)acetic acid), FC(C(=O)O)(F)F (trifluoroacetic acid), C(CCl)Cl (EDC), C=1C=CC2=C(C1)N=NN2O (HOBt), C(C)(=O)[O-] (acetate). Reagents/catalysts: CN(C)C=1C=CN=CC1 (DMAP). Solvent: C(Cl)Cl (CH2Cl2), C(Cl)Cl (CH2Cl2). Reaction conditions: time 1 hour. Yields the product ClC1=CC=C(C=N1)CNC(C[C@H]1C(NC[C@H](OC(CC/C=C/C1)=O)C1=CC=CC=C1)=O)=O (N-((6-chloropyridin-3-yl)methyl)-2-((2R,6S,E)-5,12-dioxo-2-phenyl-1-oxa-4-azacyclododec-8-en-6-yl)acetamide). As a reaction SMILES: [C:1]([O-:4])(=[O:3])[CH3:2].FC(F)(F)C(O)=O.[O:12]=[C:13]1[C@H:24]([CH2:25][C:26]([OH:28])=O)[CH2:23][CH:22]=[CH:21][CH2:20]CC(=O)O[C@H:16]([C:30]2[CH:35]=[CH:34][CH:33]=[CH:32][CH:31]=2)[CH2:15][NH:14]1.C(Cl)CCl.C1C=CC2N(O)N=NC=2C=1.[Cl:50][C:51]1[CH:56]=[CH:55][C:54]([CH2:57][NH2:58])=[CH:53][N:52]=1.CCN(C(C)C)C(C)C>C(Cl)Cl.CN(C1C=CN=CC=1)C>[Cl:50][C:51]1[N:52]=[CH:53][C:54]([CH2:57][NH:58][C:26](=[O:28])[CH2:25][C@@H:24]2[CH2:23][CH:22]=[CH:21][CH2:20][CH2:2][C:1](=[O:4])[O:3][C@H:16]([C:30]3[CH:31]=[CH:32][CH:33]=[CH:34][CH:35]=3)[CH2:15][NH:14][C:13]2=[O:12])=[CH:55][CH:56]=1. Procedure details: To a solution of tert-butyl 2R,6S,E)-5,12-dioxo-2-phenyl-1-oxa-4-azacyclododec-8-en-6-yl)acetate (200 mg, 0.516 mmol) in CH2Cl2 (397 mL) cooled in an ice/water bath was added trifluoroacetic acid (179 μL, 2.32 mmol) and the reaction mixture was stirred 1 h at which point LC-MS analysis indicated complete consumption of starting material. The reaction mixture was concentrated and a portion of the crude carboxylic acid was utilized immediately. To a solution of crude 2-((2R,6S,E)-5,12-dioxo-2-phen...